Dataset: the Open Reaction Database (ORD), a public repository of structured organic reaction records. Task: describe an organic reaction: reactants, conditions, products, and yield Starting materials: C(#N)CBr (cyanomethylbromide), [Cl-] (chloride), acid chloride, Grignard reagent, C12C(C3CC(CC(C1)C3)C2)=O (2-adamantanone). Run in C1(=CC=CC=C1)C (toluene), C1(=CC=CC=C1)C (toluene). Product: C(C(=C)C)(=O)OC1(C2CC3CC(CC1C3)C2)CC#N (2-cyanomethyl-2-adamantyl methacrylate). Reaction SMILES: [C:1]([CH2:3]Br)#[N:2].[CH:5]12[CH2:14][CH:9]3[CH2:10][CH:11]([CH2:13][CH:7]([CH2:8]3)[C:6]1=[O:15])[CH2:12]2.[Cl-]>C1(C)C=CC=CC=1>[C:6]([O:15][C:6]1([CH2:3][C:1]#[N:2])[CH:7]2[CH2:13][CH:11]3[CH2:10][CH:9]([CH2:14][CH:5]1[CH2:12]3)[CH2:8]2)(=[O:15])[C:5]([CH3:14])=[CH2:12]. Procedure details: A three-neck flask under nitrogen is charged with 100 mL toluene and 1 gm of cyanomethylbromide (CNCH2Br) and cooled with an ice bath. A slight molar excess of Mg is added to the toluene and the mixture stirred until completion of formation of the Grignard reagent. A molar equivalent of 2-adamantanone is then added to the reaction mixture and stirring continued for 30 minutes or more while warming to room temperature. The reaction mixture is then again cooled with an ice bath and a slight molar ...